Dataset: the Open Reaction Database (ORD), a public repository of structured organic reaction records. Task: describe an organic reaction: reactants, conditions, products, and yield Run in O1CCOCC1.O (dioxane water), O (water). Isolated yield 137.8%. Reported procedure: A mixture of N-[(3-bromo-4-fluorophenyl)methyl]-N′-{[1,6-diethyl-4-(tetrahydro-2H-pyran-4-ylamino)-1H-pyrazolo[3,4-b]pyridin-5-yl]methyl}pentanediamide (0.92 g, 1.5 mmol), (3-formylphenyl)boronic acid (292.5 mg crude, 1.95 mmol), Na2CO3 (477 mg, 4.5 mmol) in dioxane/water (3:1, 16 mL) was swept with N2 for about 5 min before Pd(PPh3)4 (87 mg, 0.075 mmol) was added. The tube was sealed and irradiated with a microwave reactor for 30 min at 150° C. The same reaction was then repeated at the same sc... The reagents and catalysts are C=1C=CC(=CC1)[P](C=2C=CC=CC2)(C=3C=CC=CC3)[Pd]([P](C=4C=CC=CC4)(C=5C=CC=CC5)C=6C=CC=CC6)([P](C=7C=CC=CC7)(C=8C=CC=CC8)C=9C=CC=CC9)[P](C=1C=CC=CC1)(C=1C=CC=CC1)C=1C=CC=CC1 (Pd(PPh3)4). As a reaction SMILES: Br[C:2]1[CH:3]=[C:4]([CH2:9][NH:10][C:11](=[O:39])[CH2:12][CH2:13][CH2:14][C:15]([NH:17][CH2:18][C:19]2[C:20]([NH:32][CH:33]3[CH2:38][CH2:37][O:36][CH2:35][CH2:34]3)=[C:21]3[CH:29]=[N:28][N:27]([CH2:30][CH3:31])[C:22]3=[N:23][C:24]=2[CH2:25][CH3:26])=[O:16])[CH:5]=[CH:6][C:7]=1[F:8].[CH:40]([C:42]1[CH:43]=[C:44](B(O)O)[CH:45]=[CH:46][CH:47]=1)=[O:41].C([O-])([O-])=O.[Na+].[Na+].N#N>O1CCOCC1.O.C1C=CC([P]([Pd]([P](C2C=CC=CC=2)(C2C=CC=CC=2)C2C=CC=CC=2)([P](C2C=CC=CC=2)(C2C=CC=CC=2)C2C=CC=CC=2)[P](C2C=CC=CC=2)(C2C=CC=CC=2)C2C=CC=CC=2)(C2C=CC=CC=2)C2C=CC=CC=2)=CC=1.O>[CH2:30]([N:27]1[C:22]2=[N:23][C:24]([CH2:25][CH3:26])=[C:19]([CH2:18][NH:17][C:15](=[O:16])[CH2:14][CH2:13][CH2:12][C:11]([NH:10][CH2:9][C:4]3[CH:3]=[C:2]([C:46]4[CH:45]=[CH:44][CH:43]=[C:42]([CH:40]=[O:41])[CH:47]=4)[C:7]([F:8])=[CH:6][CH:5]=3)=[O:39])[C:20]([NH:32][CH:33]3[CH2:38][CH2:37][O:36][CH2:35][CH2:34]3)=[C:21]2[CH:29]=[N:28]1)[CH3:31] |f:2.3.4,6.7,^1:69,71,90,109|. Yields the product C(C)N1N=CC=2C1=NC(=C(C2NC2CCOCC2)CNC(CCCC(=O)NCC=2C=C(C(=CC2)F)C2=CC(=CC=C2)C=O)=O)CC (N-{[1,6-Diethyl-4-(tetrahydro-2H-pyran-4-ylamino)-1H-pyrazolo[3,4-b]pyridin-5-yl]methyl}-N′-[(6-fluoro-3′-formyl-3-biphenylyl)methyl]pentanediamide). The reactants are N#N (N2), BrC=1C=C(C=CC1F)CNC(CCCC(=O)NCC=1C(=C2C(=NC1CC)N(N=C2)CC)NC2CCOCC2)=O (N-[(3-bromo-4-fluorophenyl)methyl]-N′-{[1,6-diethyl-4-(tetrahydro-2H-pyran-4-ylamino)-1H-pyrazolo[3,4-b]pyridin-5-yl]methyl}pentanediamide), C(=O)C=1C=C(C=CC1)B(O)O ((3-formylphenyl)boronic acid), C(=O)([O-])[O-].[Na+].[Na+] (Na2CO3). Starting materials: O=C([O-])[O-], O=C([O-])O, CC(=O)OCC1CN(c2cc(F)c(C3=CCN(C(=O)C4COC(C)(C)O4)CC3)c(F)c2)C(=O)O1, CC(=O)O, CO, [K+], [K+], [Na+]. Reaction SMILES: [C:35](=[O:36])([O-:37])[O-:38].[C:45](=[O:46])([OH:47])[O-:48].[CH3:1][C:2]1([CH3:34])[O:3][CH2:4][CH:5]([C:7](=[O:8])[N:9]2[CH2:10][CH:11]=[C:12]([c:15]3[c:16]([F:33])[cH:17][c:18]([N:22]4[C:23](=[O:32])[O:24][CH:25]([CH2:27][O:28][C:29](=[O:30])[CH3:31])[CH2:26]4)[cH:19][c:20]3[F:21])[CH2:13][CH2:14]2)[O:6]1.[CH3:41][C:42](=[O:43])[OH:44].[CH3:50][OH:51].[K+:39].[K+:40].[Na+:49]>>[CH3:1][C:2]1([CH3:34])[O:3][CH2:4][CH:5]([C:7](=[O:8])[N:9]2[CH2:10][CH:11]=[C:12]([c:15]3[c:16]([F:33])[cH:17][c:18]([N:22]4[C:23](=[O:32])[O:24][CH:25]([CH2:27][OH:28])[CH2:26]4)[cH:19][c:20]3[F:21])[CH2:13][CH2:14]2)[O:6]1. Product: CC1(C)OCC(C(=O)N2CC=C(c3c(F)cc(N4CC(CO)OC4=O)cc3F)CC2)O1. The reactants are FCCN1CCN(CC1)C=1C=NC(=CC1)[N+](=O)[O-] (1-(2-Fluoroethyl)-4-(6-nitropyridin-3-yl)piperazine). The solvent is C(C)O (ethanol). Run at time 3 hour. Product: FCCN1CCN(CC1)C=1C=CC(=NC1)N (5-(4-(2-Fluoroethyl)piperazin-1-yl)pyridin-2-amine). The yield is 105.9%. Reaction SMILES: [F:1][CH2:2][CH2:3][N:4]1[CH2:9][CH2:8][N:7]([C:10]2[CH:11]=[N:12][C:13]([N+:16]([O-])=O)=[CH:14][CH:15]=2)[CH2:6][CH2:5]1>C(O)C>[F:1][CH2:2][CH2:3][N:4]1[CH2:5][CH2:6][N:7]([C:10]2[CH:15]=[CH:14][C:13]([NH2:16])=[N:12][CH:11]=2)[CH2:8][CH2:9]1. Reported procedure: A 250-mL Parr reactor bottle was purged with nitrogen and charged with 10% palladium on carbon (50% wet, 75 mg dry weight) and a solution of 217b (455 mg, 1.79 mmol) in ethanol (20 mL). The bottle was attached to a Parr hydrogenator, evacuated, charged with hydrogen gas to a pressure of 50 psi and shaken for 3 h. After this time, the hydrogen was evacuated, and nitrogen was charged into the bottle. Celite 521 (3.50 g) was added, and the mixture was filtered through a pad of Celite 521. The filte... Starting materials: acid chloride, CC1=C(C=CC=C1[N+](=O)[O-])CC(=O)O (2-methyl-3-nitrophenyl acetic acid), [C-]#N.[K+] (Potassium cyanide), S(=O)(Cl)Cl (thionyl chloride), CC1=C(C=CC=C1[N+](=O)[O-])CC(=O)O (2-methyl-3-nitrophenyl acetic acid), C(CC)NCCC (Di-n-propylamine). Product: CC1=C(C=CC=C1[N+](=O)[O-])CC(=O)N(CCC)CCC (2-Methyl-3-nitro phenyl-N,N-di-n-propyl acetamide). As a reaction SMILES: [CH3:1][C:2]1[C:7]([N+:8]([O-:10])=[O:9])=[CH:6][CH:5]=[CH:4][C:3]=1[CH2:11][C:12]([OH:14])=O.[C-]#N.[K+].S(Cl)(Cl)=O.[CH2:22]([NH:25][CH2:26][CH2:27][CH3:28])[CH2:23][CH3:24]>>[CH3:1][C:2]1[C:7]([N+:8]([O-:10])=[O:9])=[CH:6][CH:5]=[CH:4][C:3]=1[CH2:11][C:12]([N:25]([CH2:26][CH2:27][CH3:28])[CH2:22][CH2:23][CH3:24])=[O:14] |f:1.2|. Procedure details: Alternative process for the preparation of Ropinirole is described in J. Med. Chem. 1985, 28, 1533-1536 as shown in Scheme-2. The process comprises, the reduction 2-Methyl-3-nitro-benzoic acid (VIII) with diborane to carbinol of formula (IX). The carbinol compound (IX) is chlorinated with thionyl chloride in pyridine to give highly lachrymatory compound of formula (X), which is further converted to compound of formula (XII) by reaction with Potassium cyanide and followed by hydrolysis. 2-methyl-...